From a dataset of the Open Reaction Database (ORD), a public repository of structured organic reaction records. describe an organic reaction: reactants, conditions, products, and yield Reactants: ClCCCN1C(NC2=C1C=CC=C2)=O (1-(3-chloropropyl)-1,3-dihydro-2H-bezimidazol-2-one), ClC1=C(C=C(C=C1)C1(CCNCC1)O)C(F)(F)F (4-[4-chloro-3-(trifluoromethyl)phenyl]-4-piperidinol), C([O-])([O-])=O.[Na+].[Na+] (sodium carbonate), [I-].[K+] (potassium iodide). Run in O (water), O (water), CC(CC(C)=O)C (4-methyl-2-pentanone). Yields the product ClC1=C(C=C(C=C1)C1(CCN(CC1)CCCN1C(NC2=C1C=CC=C2)=O)O)C(F)(F)F (1-[3-{4-[4-chloro-3-(trifluoromethyl)phenyl]-4-hydroxy-1-piperidinyl}propyl]-1,3-dihydro-2H-benzimidazol-2-one). Yield: 41.6%. RXN SMILES: Cl[CH2:2][CH2:3][CH2:4][N:5]1[C:9]2[CH:10]=[CH:11][CH:12]=[CH:13][C:8]=2[NH:7][C:6]1=[O:14].[Cl:15][C:16]1[CH:21]=[CH:20][C:19]([C:22]2([OH:28])[CH2:27][CH2:26][NH:25][CH2:24][CH2:23]2)=[CH:18][C:17]=1[C:29]([F:32])([F:31])[F:30].C(=O)([O-])[O-].[Na+].[Na+].[I-].[K+]>O.CC(C)CC(=O)C>[Cl:15][C:16]1[CH:21]=[CH:20][C:19]([C:22]2([OH:28])[CH2:23][CH2:24][N:25]([CH2:2][CH2:3][CH2:4][N:5]3[C:9]4[CH:10]=[CH:11][CH:12]=[CH:13][C:8]=4[NH:7][C:6]3=[O:14])[CH2:26][CH2:27]2)=[CH:18][C:17]=1[C:29]([F:32])([F:30])[F:31] |f:2.3.4,5.6|. Reported procedure: A mixture of 4.21 parts of 1-(3-chloropropyl)-1,3-dihydro-2H-bezimidazol-2-one, 5 parts of 4-[4-chloro-3-(trifluoromethyl)phenyl]-4-piperidinol, 5.3 parts of sodium carbonate, 0.1 parts of potassium iodide and 200 parts of 4-methyl-2-pentanone is stirred and refluxed for 6 hours with water-separator. The reaction mixture is cooled and water is added. The organic phase is separated, dried, filtered and evaporated. The residue is crystallized from 4-methyl-2-pentanone. The product is filtered off ... Starting materials: C[C@H]1O[C@@H](CC(C1)[C@@H](C(=O)OCC)NC=O)C ((S)-ethyl 2-((2R,6R)-2,6-dimethyltetrahydro-2H-pyran-4-yl)-2-formamidoacetate), C(OC)(=O)Cl (methyl chlorocarbonate), C(Cl)Cl (DCM), C(C)(C)N(C(C)C)CC (N,N-diisopropylethylamine). Run in C(C)O (ethanol), Cl (HCl). Conditions: time 4.5 hour. Product: C[C@H]1O[C@@H](CC(C1)[C@@H](C(=O)OCC)NC(=O)OC)C ((S)-ethyl 2-((2R,6R)-2,6-dimethyltetrahydro-2H-pyran-4-yl)-2-(methoxycarbonyl-amino)acetate). Yield: 69.8%. RXN SMILES: [CH3:1][C@@H:2]1[CH2:7][CH:6]([C@H:8]([NH:14][CH:15]=[O:16])[C:9]([O:11][CH2:12][CH3:13])=[O:10])[CH2:5][C@@H:4]([CH3:17])[O:3]1.C(Cl)Cl.C(N(CC)C(C)C)(C)C.[C:30](Cl)(=O)[O:31]C>C(O)C.Cl>[CH3:17][C@@H:4]1[CH2:5][CH:6]([C@H:8]([NH:14][C:15]([O:31][CH3:30])=[O:16])[C:9]([O:11][CH2:12][CH3:13])=[O:10])[CH2:7][C@@H:2]([CH3:1])[O:3]1. Procedure: In a 1 L flask equipped with a condenser which was stoppered with a septum and vented with a needle, a solution of (S)-ethyl 2-((2R,6R)-2,6-dimethyltetrahydro-2H-pyran-4-yl)-2-formamidoacetate (17.6 g, 72.3 mmol) in ethanol (409 mL) and 1.5 N HCl (aq) (409 mL) was heated in a pre-equilibrated oil bath at 52° C. for 7.5 h. The volatile component was removed under vacuum and the residue was azeotroped with EtOH (2×50 mL) and dried under vacuum overnight to afford a white foam. The white foam was d... Reactants: O1CCOC2=C1C=CC(=C2)N (1,4-benzodioxan-6-amine), C(=O)(Cl)Cl (phosgene). The solvent is C1(=CC=CC=C1)C (toluene). The product is C1OC=2C=C(C=CC2OC1)N=C=O (3,4-ethylenedioxyphenylisocyanate). As a reaction SMILES: [O:1]1[C:6]2[CH:7]=[CH:8][C:9]([NH2:11])=[CH:10][C:5]=2[O:4][CH2:3][CH2:2]1.[C:12](Cl)(Cl)=[O:13]>C1(C)C=CC=CC=1>[CH2:3]1[CH2:2][O:1][C:6]2[CH:7]=[CH:8][C:9]([N:11]=[C:12]=[O:13])=[CH:10][C:5]=2[O:4]1. Procedure: A mixture of 1,4-benzodioxan-6-amine (300 mg; 2.0 mmol) in toluene (20 ml) and phosgene (10 ml 20% in toluene; 19 mmol) was refluxed for 6 h. The solvent was removed under reduced pressure to give crude 3,4-ethylenedioxyphenylisocyanate. The crude product was added 3-[4-(4-chlorophenyl)-1-piperazinyl]propanol (500 mg; 2.0 mmol) in toluene (10 ml) and refluxed for 16 h. The reaction mixture was then concentrated and submitted to flash chromatography on silica gel 60 eluting with toluene graduated... The reactants are CC(NC(=O)OC(C)(C)C)C(=O)O, CC(C)COC(=O)Cl, CN1CCOCC1, COC(=O)C(COCc1ccccc1)NCc1ccc(F)cc1, CCOC(C)=O, C1CCOC1. Product: COC(=O)C(COCc1ccccc1)N(Cc1ccc(F)cc1)C(=O)C(C)NC(=O)OC(C)(C)C. RXN SMILES: [C:1]([CH3:2])([CH3:3])([CH3:4])[O:5][C:6](=[O:7])[NH:8][CH:9]([CH3:10])[C:11](=[O:12])[OH:13].[CH2:21]([O:22][C:23]([Cl:24])=[O:25])[CH:26]([CH3:27])[CH3:28].[CH3:14][N:15]1[CH2:16][CH2:17][O:18][CH2:19][CH2:20]1.[CH3:29][O:30][C:31]([CH:32]([CH2:33][O:34][CH2:35][c:36]1[cH:37][cH:38][cH:39][cH:40][cH:41]1)[NH:42][CH2:43][c:44]1[cH:45][cH:46][c:47]([F:50])[cH:48][cH:49]1)=[O:51].[CH3:57][CH2:58][O:59][C:60](=[O:61])[CH3:62].[O:52]1[CH2:53][CH2:54][CH2:55][CH2:56]1>>[C:1]([CH3:2])([CH3:3])([CH3:4])[O:5][C:6](=[O:7])[NH:8][CH:9]([CH3:10])[C:11](=[O:13])[N:42]([CH:32]([C:31]([O:30][CH3:29])=[O:51])[CH2:33][O:34][CH2:35][c:36]1[cH:37][cH:38][cH:39][cH:40][cH:41]1)[CH2:43][c:44]1[cH:45][cH:46][c:47]([F:50])[cH:48][cH:49]1. Reactants: FC=1C=CC(=C(OCC=2C(=CC=C3NC(C(N(C23)C)=O)(C)C)C2=C(C=C(C=C2)NC(=O)C2=CC=NC=C2)OC)C1)C (8-(5-fluoro-2-methylphenoxymethyl)-7-[2-methoxy-4-(pyridin-4-ylcarbonylamino)phenyl]-1,3,3-trimethyl-3,4-dihydro-1H-quinoxalin-2-one), C([O-])([O-])=O (carbonate), CI (methyl iodide). The solvent is CN(C=O)C (N,N-dimethylformamide), C(C)(=O)OCC (ethyl acetate). Conditions: time 3 hour. Product: FC=1C=CC(=C(OCC=2C(=CC=C3NC(C(N(C23)C)=O)(C)C)C2=C(C=C(C=C2)N(C(=O)C2=CC=NC=C2)C)OC)C1)C (8-(5-Fluoro-2-methylphenoxymethyl)-7-[2-methoxy-4-[N-methyl-N-(pyridin-4-ylcarbonyl)amino]phenyl]-1,3,3-trimethyl-3,4-dihydro-1H-quinoxalin-2-one). Isolated yield 32.2%. As a reaction SMILES: [F:1][C:2]1[CH:3]=[CH:4][C:5]([CH3:41])=[C:6]([CH:40]=1)[O:7][CH2:8][C:9]1[C:10]([C:23]2[CH:28]=[CH:27][C:26]([NH:29][C:30]([C:32]3[CH:37]=[CH:36][N:35]=[CH:34][CH:33]=3)=[O:31])=[CH:25][C:24]=2[O:38][CH3:39])=[CH:11][CH:12]=[C:13]2[C:18]=1[N:17]([CH3:19])[C:16](=[O:20])[C:15]([CH3:22])([CH3:21])[NH:14]2.[C:42](=O)([O-])[O-].CI>CN(C)C=O.C(OCC)(=O)C>[F:1][C:2]1[CH:3]=[CH:4][C:5]([CH3:41])=[C:6]([CH:40]=1)[O:7][CH2:8][C:9]1[C:10]([C:23]2[CH:28]=[CH:27][C:26]([N:29]([CH3:42])[C:30]([C:32]3[CH:37]=[CH:36][N:35]=[CH:34][CH:33]=3)=[O:31])=[CH:25][C:24]=2[O:38][CH3:39])=[CH:11][CH:12]=[C:13]2[C:18]=1[N:17]([CH3:19])[C:16](=[O:20])[C:15]([CH3:22])([CH3:21])[NH:14]2. Procedure: A mixture of 8-(5-fluoro-2-methylphenoxymethyl)-7-[2-methoxy-4-(pyridin-4-ylcarbonylamino)phenyl]-1,3,3-trimethyl-3,4-dihydro-1H-quinoxalin-2-one (Compound No. 14-21, 13.9 mg, 0.0251 mmol), cessium carbonate (41.7 mg, 0.128 mmol), and methyl iodide (4.7 μL, 0.075 mmol) was suspended in anhydrous N,N-dimethylformamide (0.5 ml) and stirred for 3 hours at room temperature. The mixture was diluted with ethyl acetate (10 mL). The mixture was washed with water (10 mL) and saturated brine (10 mL) succe...